The task is: describe an organic reaction: reactants, conditions, products, and yield. This data is from the Open Reaction Database (ORD), a public repository of structured organic reaction records. The reactants are [Br-].[Li+] (lithium bromide), C(C1=CC=CC=C1)OC(=O)N1CCC(CC1)O (1-benzyloxycarbonylpiperidine-4-ol), CCOC(=O)/N=N/C(=O)OCC (Diethylazodicarboxylate), C1(=CC=CC=C1)P(C1=CC=CC=C1)C1=CC=CC=C1 (triphenylphosphine). Run in C1CCOC1 (THF), C1CCOC1 (THF). Run at time 20 minute. The product is C(C1=CC=CC=C1)OC(=O)N1CCC(CC1)Br (1-benzyloxycarbonyl-4-bromopiperidine). Yield: 40.0%. RXN SMILES: CCOC(/N=N/C(OCC)=O)=O.C1(P(C2C=CC=CC=2)C2C=CC=CC=2)C=CC=CC=1.[Br-:32].[Li+].[CH2:34]([O:41][C:42]([N:44]1[CH2:49][CH2:48][CH:47](O)[CH2:46][CH2:45]1)=[O:43])[C:35]1[CH:40]=[CH:39][CH:38]=[CH:37][CH:36]=1>C1COCC1>[CH2:34]([O:41][C:42]([N:44]1[CH2:49][CH2:48][CH:47]([Br:32])[CH2:46][CH2:45]1)=[O:43])[C:35]1[CH:40]=[CH:39][CH:38]=[CH:37][CH:36]=1 |f:2.3|. Reported procedure: Diethylazodicarboxylate (24.6 ml) was added dropwise to a stirred solution of triphenylphosphine (39.3 g) in THF (120 ml) at 0° C. under argon. The mixture was stirred for 20 minutes, then treated sequentially with lithium bromide (26.1 g) and a solution of 1-benzyloxycarbonylpiperidine-4-ol (7.1 g) in THF (50 ml). The mixture was allowed to warm to room temperature and stirring was continued for 1 hour. The mixture was concentrated, the residue treated with ether (100 ml) and silica (60 ml), an...